This data is from the Open Reaction Database (ORD), a public repository of structured organic reaction records. The task is: describe an organic reaction: reactants, conditions, products, and yield Reactants: COC(=O)C1=CC(=C(C(=C1)OC)C1=CC=CC=C1)OC (2,6-dimethoxy-biphenyl-4-carboxylic acid methyl ester), [OH-].[Na+] (NaOH). Solvent: C1CCOC1 (THF). Yields the product COC1=C(C(=CC(=C1)C(=O)O)OC)C1=CC=CC=C1 (2,6-Dimethoxy-biphenyl-4-carboxylic acid). The yield is 70.4%. Reaction SMILES: C[O:2][C:3]([C:5]1[CH:10]=[C:9]([O:11][CH3:12])[C:8]([C:13]2[CH:18]=[CH:17][CH:16]=[CH:15][CH:14]=2)=[C:7]([O:19][CH3:20])[CH:6]=1)=[O:4].[OH-].[Na+]>C1COCC1>[CH3:20][O:19][C:7]1[CH:6]=[C:5]([C:3]([OH:4])=[O:2])[CH:10]=[C:9]([O:11][CH3:12])[C:8]=1[C:13]1[CH:18]=[CH:17][CH:16]=[CH:15][CH:14]=1 |f:1.2|. Procedure: To a solution of 2,6-dimethoxy-biphenyl-4-carboxylic acid methyl ester (0.9 g, 3.3 mmol) in 10% aq. THF, an aq. solution of 5 N NaOH (5 mL) was added and the reaction mixture was refluxed for 5 h. After the reaction is completed, THF was removed completely under the vacuum and acidified with an aq. solution of 50% HCl. The resulting precipitate was filtered and washed thoroughly with water and dried to obtain the title compound (0.6 g, 70.5%). The reactants are CCOC(=O)n1c2ccccc2c(=O)n1CCCSc1nc2ccccc2n1CC(=O)OC(C)(C)C, ClCCl, O=C(O)C(F)(F)F. The product is CCOC(=O)n1c2ccccc2c(=O)n1CCCSc1nc2ccccc2n1CC(=O)O. As a reaction SMILES: [CH2:1]([CH3:2])[O:3][C:4](=[O:5])[n:6]1[n:7]([CH2:16][CH2:17][CH2:18][S:19][c:20]2[n:21][c:22]3[c:23]([n:24]2[CH2:25][C:26](=[O:27])[O:28][C:29]([CH3:30])([CH3:31])[CH3:32])[cH:33][cH:34][cH:35][cH:36]3)[c:8](=[O:15])[c:9]2[cH:10][cH:11][cH:12][cH:13][c:14]12.[Cl:44][CH2:45][Cl:46].[F:37][C:38]([F:39])([F:40])[C:41]([OH:42])=[O:43]>>[CH2:1]([CH3:2])[O:3][C:4](=[O:5])[n:6]1[n:7]([CH2:16][CH2:17][CH2:18][S:19][c:20]2[n:21][c:22]3[c:23]([n:24]2[CH2:25][C:26](=[O:27])[OH:28])[cH:33][cH:34][cH:35][cH:36]3)[c:8](=[O:15])[c:9]2[cH:10][cH:11][cH:12][cH:13][c:14]12. Starting materials: N1(CCCC1)CCO (2-pyrrolidin-1-ylethanol), S(=O)(Cl)Cl (thionyl chloride). Yields the product Cl.ClCCN1CCCC1 (1-(2-chloroethyl)pyrrolidine hydrochloride). The yield is 49.5%. As a reaction SMILES: [N:1]1([CH2:6][CH2:7]O)[CH2:5][CH2:4][CH2:3][CH2:2]1.S(Cl)([Cl:11])=O>>[ClH:11].[Cl:11][CH2:7][CH2:6][N:1]1[CH2:5][CH2:4][CH2:3][CH2:2]1 |f:2.3|. Procedure details: 2-pyrrolidin-1-ylethanol (6.24 g, 0.05 mol) was stirred while cautiously adding thionyl chloride (40 mL, 0.54 mol). The stirred mixture was refluxed for 1 hour under nitrogen atmosphere, then concentrated in vacuo. The residue was triturated with diethyl ether to give a solid, and the liquid decanted; this process was repeated several times, until the decantate was almost colorless. The flask containing solid was evaporated to give a free-flowing, cocoa-colored solid (4.21 g, 46%). 1H-NMR (CD2Cl... Starting materials: O([C@H]1[C@H](O)[C@@H](O)[C@H](O)[C@H](O1)C(=O)OC)C1=CC=C(C=C1)[C@H]1N(C([C@@H]1CC[C@H](O)C1=CC=C(C=C1)F)=O)C1=CC=C(C=C1)CCCNS(=O)(=O)C (4-[(2S,3R)-3-[(3S)-3-(4-fluorophenyl)-3-hydroxypropyl]-1-(4-{3-[(methylsulfonyl)amino]propyl}phenyl)-4-oxoazetidin-2-yl]phenyl methyl β-D-glucopyranosiduronate). The solvent is CO.O.C(C)N(CC)CC (methanol water triethylamine). The product is O([C@H]1[C@H](O)[C@@H](O)[C@H](O)[C@H](O1)C(=O)O)C1=CC=C(C=C1)[C@H]1N(C([C@@H]1CC[C@H](O)C1=CC=C(C=C1)F)=O)C1=CC=C(C=C1)CCCNS(=O)(=O)C (4-[(2S,3R)-3-[(3S)-3-(4-fluorophenyl)-3-hydroxypropyl]-1-(4-{3-[(methylsulfonyl)amino]propyl}phenyl)-4-oxoazetidin-2-yl]phenyl β-D-glucopyranosiduronic acid). As a reaction SMILES: [O:1]([C:15]1[CH:20]=[CH:19][C:18]([C@@H:21]2[C@@H:24]([CH2:25][CH2:26][C@@H:27]([C:29]3[CH:34]=[CH:33][C:32]([F:35])=[CH:31][CH:30]=3)[OH:28])[C:23](=[O:36])[N:22]2[C:37]2[CH:42]=[CH:41][C:40]([CH2:43][CH2:44][CH2:45][NH:46][S:47]([CH3:50])(=[O:49])=[O:48])=[CH:39][CH:38]=2)=[CH:17][CH:16]=1)[C@@H:2]1[O:10][C@H:9]([C:11]([O:13]C)=[O:12])[C@@H:7]([OH:8])[C@H:5]([OH:6])[C@H:3]1[OH:4]>CO.O.C(N(CC)CC)C>[O:1]([C:15]1[CH:20]=[CH:19][C:18]([C@@H:21]2[C@@H:24]([CH2:25][CH2:26][C@@H:27]([C:29]3[CH:34]=[CH:33][C:32]([F:35])=[CH:31][CH:30]=3)[OH:28])[C:23](=[O:36])[N:22]2[C:37]2[CH:42]=[CH:41][C:40]([CH2:43][CH2:44][CH2:45][NH:46][S:47]([CH3:50])(=[O:49])=[O:48])=[CH:39][CH:38]=2)=[CH:17][CH:16]=1)[C@@H:2]1[O:10][C@H:9]([C:11]([OH:13])=[O:12])[C@@H:7]([OH:8])[C@H:5]([OH:6])[C@H:3]1[OH:4] |f:1.2.3|. Procedure: A solution of 9a in methanol/water/triethylamine (1:7:2, 1 mL) was stirred at room temperature for approximately 1 h. The volatiles were evaporated in vacuo and the crude residue purified by preparative reversed phase high performance liquid chromatography on YMC Pack Pro C18 phase (gradient elution; 10-65% acetonitrile/water as eluent, 0.1% TFA modifier) to give the title compound (9b); m/z (ES) 735 (M+Na)+, 685 (M-OH)+, 509 (M-sugar-OH)+; HRMS (ES) m/z calc'd for C34H39FN2O11S (MH+) 703.2337, ...